From a dataset of the Open Reaction Database (ORD), a public repository of structured organic reaction records. describe an organic reaction: reactants, conditions, products, and yield The reactants are CC(C)(C)NCC(COC1=C(C(=O)NC2=C3C(=CNC3=CC=C2)Cl)C=CC=C1)O (2-[3-[(1,1-dimethylethyl)amino]-2-hydroxypropoxy]-N-(3-chloro-1H-indol-4-yl) benzamide), [OH-].[Na+] (sodium hydroxide). The solvent is O (water), C(C)O (ethanol), Cl (hydrochloric acid). Product: CC(C)(C)NCC(COC1=C(C(=O)NC2=C3CC(NC3=CC=C2)=O)C=CC=C1)O (2-[3[(1,1-dimethylethyl)amino]-2-hydroxypropoxy]-N-[2,3-dihydro-2-oxo-1H-indol-4-yl]benzamide). RXN SMILES: [CH3:1][C:2]([NH:5][CH2:6][CH:7]([OH:29])[CH2:8][O:9][C:10]1[CH:28]=[CH:27][CH:26]=[CH:25][C:11]=1[C:12]([NH:14][C:15]1[CH:23]=[CH:22][CH:21]=[C:20]2[C:16]=1[C:17](Cl)=[CH:18][NH:19]2)=[O:13])([CH3:4])[CH3:3].[OH-:30].[Na+]>C(O)C.Cl.O>[CH3:1][C:2]([NH:5][CH2:6][CH:7]([OH:29])[CH2:8][O:9][C:10]1[CH:28]=[CH:27][CH:26]=[CH:25][C:11]=1[C:12]([NH:14][C:15]1[CH:23]=[CH:22][CH:21]=[C:20]2[C:16]=1[CH2:17][C:18](=[O:30])[NH:19]2)=[O:13])([CH3:4])[CH3:3] |f:1.2|. Reported procedure: 2.5 g of the product of Step A in 35 ml of ethanol and 70 ml of 1N hydrochloric acid was refluxed for 1 hour and the reaction mixture was diluted with water, alkalinized with sodium hydroxide and extracted with ethyl acetate. After elimination of the solvent under reduced pressure, 2.5 g of crude product were obtained with crystallized spontaneously from a mixture of solvents: chloroform-ethyl acetate-triethylamine (6-3-1) to obtain 1.9 g of 2-[3[(1,1-dimethylethyl)amino]-2-hydroxypropoxy]-N-[2,...